Dataset: the Open Reaction Database (ORD), a public repository of structured organic reaction records. Task: describe an organic reaction: reactants, conditions, products, and yield Reactants: COC(=O)C=1SC=CC1NC=1C2=C(N=CN1)NC=C2 (3-(7H-pyrrolo[2,3-d]pyrimidin-4-ylamino)-thiophene-2-carboxylic acid methyl ester), NC1=C(SC(=C1)C)C(=O)OC (methyl 3-amino-5-methylthiophene-2-carboxylate). The product is COC(=O)C=1SC(=CC1NC=1C2=C(N=CN1)NC=C2)C (5-Methyl-3-(7H-pyrrolo[2,3-d]pyrimidin-4-ylamino)-thiophene-2-carboxylic acid methyl ester). The yield is 45.0%. RXN SMILES: [CH3:1][O:2][C:3]([C:5]1[S:6][CH:7]=[CH:8][C:9]=1[NH:10][C:11]1[C:12]2[CH:19]=[CH:18][NH:17][C:13]=2[N:14]=[CH:15][N:16]=1)=[O:4].N[C:21]1C=C(C)SC=1C(OC)=O>>[CH3:1][O:2][C:3]([C:5]1[S:6][C:7]([CH3:21])=[CH:8][C:9]=1[NH:10][C:11]1[C:12]2[CH:19]=[CH:18][NH:17][C:13]=2[N:14]=[CH:15][N:16]=1)=[O:4]. Reported procedure: The title compound was prepared in an analogous manner as 3-(7H-pyrrolo[2,3-d]pyrimidin-4-ylamino)-thiophene-2-carboxylic acid methyl ester using methyl 3-amino-5-methylthiophene-2-carboxylate instead of methyl 3-amino-2-thiophenecarboxylate and obtained in 45% yield (HPLC: 99%, RT: 6.89 min). 1H NMR (DMSO-d6) 12.40 (br s, 1H), 10.58 (br s, 1H), 8.44 (s, 1H), 7.96 (br s, 1H), 7.47 (dd, J=3.1, 2.6 Hz, 1H), 6.63 (dd, J=3.3, 1.5 Hz, 1H), 3.82 (s, 3H), 2.55 (s, 3H); MS (m/z) 289 [M+H]+. Reaction SMILES: P(Cl)(Cl)(Cl)=O.P(Cl)(Cl)(Cl)(Cl)[Cl:7].[Cl:12][C:13]1[CH:21]=[CH:20][C:16]([C:17](O)=[O:18])=[CH:15][N:14]=1>>[Cl:12][C:13]1[CH:21]=[CH:20][C:16]([C:17]([Cl:7])=[O:18])=[CH:15][N:14]=1. Reported procedure: 75 Ml. of phosphorous oxychloride and 144 g. of phosphorous pentachloride were added to 100 g. of 6-chloronicotinic acid and intimately mixed. The reaction mixture was slowly heated in an oil bath to 80° over 25 minutes with stirring. The bath temperature was raised to 125° and the solution was stirred and refluxed for 1 hour. After concentration under reduced pressure, anhydrous toluene was added and the solution was concentrated again, finally on the oil pump, to yield 6-chloronicotinoyl chlor... The product is ClC1=NC=C(C(=O)Cl)C=C1 (6-chloronicotinoyl chloride). The reactants are P(=O)(Cl)(Cl)Cl (phosphorous oxychloride), P(Cl)(Cl)(Cl)(Cl)Cl (phosphorous pentachloride), ClC1=NC=C(C(=O)O)C=C1 (6-chloronicotinic acid). Reactants: CCOC(C)=O, COC(OC)N(C)C, Nc1ccc(Cl)nn1. Yields the product CN(C)C=Nc1ccc(Cl)nn1. As a reaction SMILES: [CH3:17][CH2:18][O:19][C:20]([CH3:21])=[O:22].[CH3:9][O:10][CH:11]([N:12]([CH3:13])[CH3:14])[O:15][CH3:16].[Cl:1][c:2]1[cH:3][cH:4][c:5]([NH2:8])[n:6][n:7]1>>[Cl:1][c:2]1[cH:3][cH:4][c:5]([N:8]=[CH:11][N:12]([CH3:13])[CH3:14])[n:6][n:7]1. The reactants are [Sn](Cl)Cl (tin (II) chloride), ClC1=NC=NC(=C1[N+](=O)[O-])Cl (4,6-dichloro-5-nitropyrimidine), C(C)N(CCNCC1=CC=CC=C1)CC (N,N-diethyl-N'-benzylethylenediamine), C(=O)(N1C=NC=C1)N1C=NC=C1 (carbonyidiimidazole), C(C)C=1N=CNC1 (4-ethylimidazole), Cl (HCl). The product is C(C)C=1N=C2C(NC=3C(=NC=NC3N2C1)NCCN(CC)CC)=O (8-Ethyl-4-[(2-(diethylamino)ethyl)amino]imidazo[2,1-h]pteridin-6(5H)-one). As a reaction SMILES: Cl[C:2]1[C:7]([N+:8]([O-])=O)=[C:6](Cl)[N:5]=[CH:4][N:3]=1.[CH2:12]([N:14]([CH2:25][CH3:26])[CH2:15][CH2:16][NH:17]CC1C=CC=CC=1)[CH3:13].[CH2:27]([C:29]1[N:30]=[CH:31][NH:32][CH:33]=1)[CH3:28].[Sn](Cl)Cl.[C:37](N1C=CN=C1)(N1C=CN=C1)=[O:38].Cl>>[CH2:27]([C:29]1[N:30]=[C:31]2[N:32]([CH:33]=1)[C:6]1[N:5]=[CH:4][N:3]=[C:2]([NH:17][CH2:16][CH2:15][N:14]([CH2:12][CH3:13])[CH2:25][CH3:26])[C:7]=1[NH:8][C:37]2=[O:38])[CH3:28]. Reported procedure: Prepared by reaction of 4,6-dichloro-5-nitropyrimidine with N,N-diethyl-N'-benzylethylenediamine, followed by displacement with 4-ethylimidazole, reduction with tin (II) chloride, cyclization with carbonyidiimidazole and debenzylation with 6 N HCl. The reactants are [Na] (sodium), C1=C(C=CC=C1O)C (m-cresol), ClC=1N=NC(=CC1)SCC=C (3-chloro-6-allylthiopyridazine). Reaction conditions: temperature 100 celsius, time 5 hour. Yields the product CC=1C=C(OC=2N=NC(=CC2)SCC=C)C=CC1 (3-(3-methylphenoxy)-6-allylthiopyridazine). RXN SMILES: [Na].Cl[C:3]1[N:4]=[N:5][C:6]([S:9][CH2:10][CH:11]=[CH2:12])=[CH:7][CH:8]=1.[CH:13]1[C:18]([OH:19])=[CH:17][CH:16]=[CH:15][C:14]=1[CH3:20]>>[CH3:20][C:14]1[CH:13]=[C:18]([CH:17]=[CH:16][CH:15]=1)[O:19][C:3]1[N:4]=[N:5][C:6]([S:9][CH2:10][CH:11]=[CH2:12])=[CH:7][CH:8]=1 |^1:0|. Procedure details: 0.23 g(0.01 mol) of metallic sodium was dissolved in 30 ml of dry m-cresol. To the resulting solution was added 1.87 g(0.01 mol) of 3-chloro-6-allylthiopyridazine. The reaction solution was stirred for 5 hours at 100±5° C. and then treated according to the same manner as Example 23 to obtain the title compound as a pale white needle crystal. The solvent is O (water), O (water). The reagents and catalysts are [Rh] (rhodium on carbon). Procedure details: A mixture of 4213 g of 1-(p-acetamidophenyl)-2-imidazolidinone in 39,000 ml of water and 2930 g of 5% rhodium on carbon 50% wet with water is hydrogenated at 40°. The hydrogenation mixture is filtered, and the filtrate is concentrated in vacuo to dryness. The resulting solid is air-dried and then powdered. The crude product is recrystallized from 12,000 ml of acetone to give 1-(4-acetamidocyclohexyl)-2-imidazolidinone, m.p. 211°-230° as a mixture of cis and trans isomers. Yields the product C(C)(=O)NC1CCC(CC1)N1C(NCC1)=O (1-(4-acetamidocyclohexyl)-2-imidazolidinone). Reactants: C(C)(=O)NC1=CC=C(C=C1)N1C(NCC1)=O (1-(p-acetamidophenyl)-2-imidazolidinone). As a reaction SMILES: [C:1]([NH:4][C:5]1[CH:10]=[CH:9][C:8]([N:11]2[CH2:15][CH2:14][NH:13][C:12]2=[O:16])=[CH:7][CH:6]=1)(=[O:3])[CH3:2]>O.[Rh]>[C:1]([NH:4][CH:5]1[CH2:6][CH2:7][CH:8]([N:11]2[CH2:15][CH2:14][NH:13][C:12]2=[O:16])[CH2:9][CH2:10]1)(=[O:3])[CH3:2]. Reactants: CCOC(=O)C1(S(=O)(=O)c2ccc(OC)cc2)CCN(CCCc2ccccc2)CC1, C1CCOC1, CO, [Na+], [OH-]. Product: COc1ccc(S(=O)(=O)C2(C(=O)O)CCN(CCCc3ccccc3)CC2)cc1. As a reaction SMILES: [CH2:1]([CH3:2])[O:3][C:4](=[O:5])[C:6]1([S:21](=[O:22])(=[O:23])[c:24]2[cH:25][cH:26][c:27]([O:30][CH3:31])[cH:28][cH:29]2)[CH2:7][CH2:8][N:9]([CH2:12][CH2:13][CH2:14][c:15]2[cH:16][cH:17][cH:18][cH:19][cH:20]2)[CH2:10][CH2:11]1.[CH2:32]1[O:33][CH2:34][CH2:35][CH2:36]1.[CH3:37][OH:38].[Na+:40].[OH-:39]>>[O:3]=[C:4]([OH:5])[C:6]1([S:21](=[O:22])(=[O:23])[c:24]2[cH:25][cH:26][c:27]([O:30][CH3:31])[cH:28][cH:29]2)[CH2:7][CH2:8][N:9]([CH2:12][CH2:13][CH2:14][c:15]2[cH:16][cH:17][cH:18][cH:19][cH:20]2)[CH2:10][CH2:11]1.